This data is from the Open Reaction Database (ORD), a public repository of structured organic reaction records. The task is: describe an organic reaction: reactants, conditions, products, and yield Starting materials: C(C1=CC=CC=C1)OC1=C(C=C(C=C1[N+](=O)[O-])F)F (2-benzyloxy-1,5-difluoro-3-nitrobenzene), O (water), [Cl-].[NH4+] (ammonium chloride). The solvent is CCO (EtOH). RXN SMILES: [CH2:1]([O:8][C:9]1[C:14]([N+:15]([O-])=O)=[CH:13][C:12]([F:18])=[CH:11][C:10]=1[F:19])[C:2]1[CH:7]=[CH:6][CH:5]=[CH:4][CH:3]=1.O.[Cl-].[NH4+]>CCO.[Zn]>[CH2:1]([O:8][C:9]1[C:10]([F:19])=[CH:11][C:12]([F:18])=[CH:13][C:14]=1[NH2:15])[C:2]1[CH:3]=[CH:4][CH:5]=[CH:6][CH:7]=1 |f:2.3|. Product: C(C1=CC=CC=C1)OC1=C(C=C(C=C1F)F)N (2-Benzyloxy-3,5-difluorophenylamine). The reagents and catalysts are [Zn] (zinc). Run at temperature 60 celsius. Procedure details: To a solution of 2-benzyloxy-1,5-difluoro-3-nitrobenzene (2.60 g, 9.80 mmol) in EtOH (20 mL)/water (10 mL) is added zinc (3.4 g, 49 mmol) and ammonium chloride (1.0 g, 19.6 mmol) and the mixture is heated at 60° C. for 2 h. The mixture is extracted with EtOAc and the solvent is removed under reduced pressure. The residue is dissolved in methylene chloride and the solution washed with water. The organic phase is dried over sodium sulfate. The solvent is removed under reduced pressure to give the ...